From a dataset of the Open Reaction Database (ORD), a public repository of structured organic reaction records. describe an organic reaction: reactants, conditions, products, and yield Starting materials: CC(=O)OCC1OC(OC(C)=O)C(OC(C)=O)C1OC(C)=O, CO, CC(C)Nc1nc2c(Cl)c(Cl)c(Cl)cc2[nH]1, ClCCCl, ClCCl, C[Si](C)(C)OS(=O)(=O)C(F)(F)F. Product: CC(=O)OCC1OC(n2c(NC(C)C)nc3c(Cl)c(Cl)c(Cl)cc32)C(OC(C)=O)C1OC(C)=O. Reaction SMILES: [C:29]([O:30][CH:33]1[CH:34]([O:35][C:36]([CH3:37])=[O:38])[CH:39]([O:40][C:41]([CH3:42])=[O:43])[CH:44]([CH2:46][O:47][C:48]([CH3:49])=[O:50])[O:45]1)(=[O:31])[CH3:32].[CH3:55][OH:56].[CH:1]([CH3:2])([CH3:3])[NH:4][c:5]1[n:6][c:7]2[c:8]([nH:9]1)[cH:10][c:11]([Cl:16])[c:12]([Cl:15])[c:13]2[Cl:14].[Cl:51][CH2:52][CH2:53][Cl:54].[Cl:57][CH2:58][Cl:59].[F:17][C:18]([F:19])([F:20])[S:21]([O:22][Si:23]([CH3:24])([CH3:25])[CH3:26])(=[O:27])=[O:28]>>[CH:1]([CH3:2])([CH3:3])[NH:4][c:5]1[n:6][c:7]2[c:8]([n:9]1[CH:33]1[CH:34]([O:35][C:36]([CH3:37])=[O:38])[CH:39]([O:40][C:41]([CH3:42])=[O:43])[CH:44]([CH2:46][O:47][C:48]([CH3:49])=[O:50])[O:45]1)[cH:10][c:11]([Cl:16])[c:12]([Cl:15])[c:13]2[Cl:14].